Dataset: the Open Reaction Database (ORD), a public repository of structured organic reaction records. Task: describe an organic reaction: reactants, conditions, products, and yield The reactants are ClCl (chlorine), C26H29ClN4O2, CC=1C=C(C(=O)O)C=CC1C(=O)N1CCCC1 (3-methyl-4-(pyrrolidin-1-ylcarbonyl)benzoic acid), CN(C)C(=[N+](C)C)ON1C2=C(C=CC=C2)N=N1.[B-](F)(F)(F)F (TBTU), C(C)(C)N(CC)C(C)C (diisopropylethylamine), ClC1=CC2=C(NC(=N2)C2(CCCCC2)N)C=C1 (1-(5-chloro-1H-benzimidazol-2-yl)cyclohexylamine). Solvent: C(C)(=O)OCC (ethyl acetate), O1CCCC1 (tetrahydrofuran). The product is ClC1=CC2=C(NC(=N2)C2(CCCCC2)NC(C2=CC(=C(C=C2)C(=O)N2CCCC2)C)=O)C=C1 (N-[1-(5-chloro-1H-benzimidazol-2-yl)cyclohexyl]-3-methyl-4-(pyrrolidin-1-ylcarbonyl)benzamide). The yield is 78.0%. As a reaction SMILES: [CH3:1][C:2]1[CH:3]=[C:4]([CH:8]=[CH:9][C:10]=1[C:11]([N:13]1[CH2:17][CH2:16][CH2:15][CH2:14]1)=[O:12])[C:5]([OH:7])=O.CN(C(ON1N=NC2C=CC=CC1=2)=[N+](C)C)C.[B-](F)(F)(F)F.C(N(C(C)C)CC)(C)C.[Cl:49][C:50]1[CH:65]=[CH:64][C:53]2[NH:54][C:55]([C:57]3([NH2:63])[CH2:62][CH2:61][CH2:60][CH2:59][CH2:58]3)=[N:56][C:52]=2[CH:51]=1.ClCl>O1CCCC1.C(OCC)(=O)C>[Cl:49][C:50]1[CH:65]=[CH:64][C:53]2[NH:54][C:55]([C:57]3([NH:63][C:5](=[O:7])[C:4]4[CH:8]=[CH:9][C:10]([C:11]([N:13]5[CH2:17][CH2:16][CH2:15][CH2:14]5)=[O:12])=[C:2]([CH3:1])[CH:3]=4)[CH2:62][CH2:61][CH2:60][CH2:59][CH2:58]3)=[N:56][C:52]=2[CH:51]=1 |f:1.2|. Procedure: Prepared analogously to Example 1g from 3-methyl-4-(pyrrolidin-1-ylcarbonyl)benzoic acid, TBTU, diisopropylethylamine, and 1-(5-chloro-1H-benzimidazol-2-yl)cyclohexylamine in tetrahydrofuran. Yield: 78%; Rf value: 0.28 (silica gel; ethyl acetate); C26H29ClN4O2 (464.99); mass spectrum: (M+H)+=465/467 (chlorine isotope). The reactants are CC=1C=CC2=C(C=C(S2)C(=O)O)C1 (5-methyl-1-benzothiophene-2-carboxylic acid), C(=O)(N1C=NC=C1)N1C=NC=C1 (1,1′-carbonyldiimidazole), C(C)(C)(C)O (tert-butyl alcohol), N12CCCCCC2=NCCC1 (1,8-diazabicyclo[5.4.0]undeca-7-ene). Run in CN(C=O)C (N,N-dimethylformamide), C(C)(=O)OCC (ethyl acetate). Conditions: time 2.5 hour. Yields the product CC=1C=CC2=C(C=C(S2)C(=O)OC(C)(C)C)C1 (tert-butyl 5-methyl-1-benzothiophene-2-carboxylate). RXN SMILES: [CH3:1][C:2]1[CH:3]=[CH:4][C:5]2[S:9][C:8]([C:10]([OH:12])=[O:11])=[CH:7][C:6]=2[CH:13]=1.C(N1C=CN=C1)(N1C=CN=C1)=O.[C:26](O)([CH3:29])([CH3:28])[CH3:27].N12CCCN=C1CCCCC2>CN(C)C=O.C(OCC)(=O)C>[CH3:1][C:2]1[CH:3]=[CH:4][C:5]2[S:9][C:8]([C:10]([O:12][C:26]([CH3:29])([CH3:28])[CH3:27])=[O:11])=[CH:7][C:6]=2[CH:13]=1. Reported procedure: To a solution of 5-methyl-1-benzothiophene-2-carboxylic acid (1.50 g) in N,N-dimethylformamide (10.5 mL) was added 1,1′-carbonyldiimidazole (1.27 g), followed by stirring at room temperature for 2.5 hours. Subsequently, tert-butyl alcohol (1.44 mL) and 1,8-diazabicyclo[5.4.0]undeca-7-ene (1.17 mL) were added thereto, followed by heating at 50° C. for 24 hours. To the reaction mixture was added ethyl acetate, and the organic layer was washed with 1 M hydrochloric acid and a saturated aqueous sodi... Starting materials: [BH4-], CO, CC1CC(=O)CCN1C(=O)OC(C)(C)C, [Na+]. Product: CC1CC(O)CCN1C(=O)OC(C)(C)C. As a reaction SMILES: [BH4-:16].[CH3:18][OH:19].[CH3:1][CH:2]1[N:3]([C:9](=[O:10])[O:11][C:12]([CH3:13])([CH3:14])[CH3:15])[CH2:4][CH2:5][C:6](=[O:8])[CH2:7]1.[Na+:17]>>[CH3:1][CH:2]1[N:3]([C:9](=[O:10])[O:11][C:12]([CH3:13])([CH3:14])[CH3:15])[CH2:4][CH2:5][CH:6]([OH:8])[CH2:7]1. Starting materials: C(C)(C)(C)OC(NC1=C(C=C(C(=C1)F)C#N)[N+](=O)[O-])=O ((4-cyano-5-fluoro-2-nitro-phenyl)-carbamic acid tert-butyl ester), CNCCC (N-methyl-propylamine). Solvent: CS(=O)C (DMSO). Yields the product C(C)(C)(C)OC(NC1=C(C=C(C(=C1)N(CCC)C)C#N)[N+](=O)[O-])=O ([4-Cyano-5-(methyl-propyl-amino)-2-nitro-phenyl]-carbamic acid tert-butyl ester), solid. The yield is 75.0%. As a reaction SMILES: [C:1]([O:5][C:6](=[O:20])[NH:7][C:8]1[CH:13]=[C:12](F)[C:11]([C:15]#[N:16])=[CH:10][C:9]=1[N+:17]([O-:19])=[O:18])([CH3:4])([CH3:3])[CH3:2].[CH3:21][NH:22][CH2:23][CH2:24][CH3:25]>CS(C)=O>[C:1]([O:5][C:6](=[O:20])[NH:7][C:8]1[CH:13]=[C:12]([N:22]([CH3:21])[CH2:23][CH2:24][CH3:25])[C:11]([C:15]#[N:16])=[CH:10][C:9]=1[N+:17]([O-:19])=[O:18])([CH3:4])([CH3:3])[CH3:2]. Procedure: The title compound was prepared from (4-cyano-5-fluoro-2-nitro-phenyl)-carbamic acid tert-butyl ester (Example B9) (1.95 g, 6.93 mmol) and N-methyl-propylamine (3.72 ml, 34.7 mmol) in DMSO (20 mL) at RT according to the general procedure C. Obtained as a yellow solid (1.75 g, 75%). Reactants: C(C)OC(=O)C1CCNCC1 (piperidine-4-carboxylic acid ethyl ester), BrC=1C=CC(=NC1)C#N (5-bromo-pyridine-2-carbonitrile), C1(=CC=CC=C1)C (toluene), CC(C)(C)[O-].[Na+] (NaOtBu), tris(dibenilideneacetone)dipalladium(0). Reagents/catalysts: C=1C=CC(=CC1)P(C=2C=CC=CC2)C3=CC=C4C=CC=CC4=C3C5=C6C=CC=CC6=CC=C5P(C=7C=CC=CC7)C=8C=CC=CC8 (BINAP). Run in CCOC(=O)C (AcOEt), O (H2O). Reaction conditions: temperature 75 celsius. The product is C(C)OC(=O)C1CCN(CC1)C=1C=NC(=CC1)C#N (6′-cyano-3,4,5,6-tetrahydro-2H-[1,3′]bipyridinyl-4-carboxylic acid ethyl ester). Yield: 31.0%. RXN SMILES: [CH2:1]([O:3][C:4]([CH:6]1[CH2:11][CH2:10][NH:9][CH2:8][CH2:7]1)=[O:5])[CH3:2].Br[C:13]1[CH:14]=[CH:15][C:16]([C:19]#[N:20])=[N:17][CH:18]=1.C1(C)C=CC=CC=1.CC([O-])(C)C.[Na+]>CCOC(C)=O.O.C1C=CC(P(C2C(C3C(P(C4C=CC=CC=4)C4C=CC=CC=4)=CC=C4C=3C=CC=C4)=C3C(C=CC=C3)=CC=2)C2C=CC=CC=2)=CC=1>[CH2:1]([O:3][C:4]([CH:6]1[CH2:11][CH2:10][N:9]([C:13]2[CH:18]=[N:17][C:16]([C:19]#[N:20])=[CH:15][CH:14]=2)[CH2:8][CH2:7]1)=[O:5])[CH3:2] |f:3.4|. Procedure: To a stirred solution of piperidine-4-carboxylic acid ethyl ester (3.70 g, 23.5 mmol) and 5-bromo-pyridine-2-carbonitrile (3.66 g, 20 mmol) in toluene (50 mol) was added NaOtBu (2.31 g, 24.0 mol), BINAP (374 mg, 0.60 mmol) and tris(dibenilideneacetone)dipalladium(0) (366 mg, 0.40 mmol). The reaction mixture was heated at 75° C. for 1 hours, cooled down to RT, and diluted with AcOEt (500 mL) and H2O (50 mL). The organic layer was separated and washed with brine, dried over Na2SO4 and concentrated... Reactants: CC(=O)Nc1ccc(SCc2ccccc2)cc1N, COC(=O)N=C=S, CC(C)=O. Product: COC(=O)NC(=S)Nc1cc(SCc2ccccc2)ccc1NC(C)=O. RXN SMILES: [C:1]([CH3:2])(=[O:3])[NH:4][c:5]1[c:6]([NH2:19])[cH:7][c:8]([S:11][CH2:12][c:13]2[cH:14][cH:15][cH:16][cH:17][cH:18]2)[cH:9][cH:10]1.[CH3:20][O:21][C:22](=[O:23])[N:24]=[C:25]=[S:26].[CH3:27][C:28](=[O:29])[CH3:30]>>[C:1]([CH3:2])(=[O:3])[NH:4][c:5]1[c:6]([NH:19][C:25]([NH:24][C:22]([O:21][CH3:20])=[O:23])=[S:26])[cH:7][c:8]([S:11][CH2:12][c:13]2[cH:14][cH:15][cH:16][cH:17][cH:18]2)[cH:9][cH:10]1. Starting materials: CC(=O)O, COc1cc(Cn2cnc3c(Cl)nc(N)nc32)cc(OC)c1OC, O=[N+]([O-])O. Yields the product COc1cc(Cn2cnc3c(Cl)nc(NC(C)=O)nc32)cc(OC)c1OC. As a reaction SMILES: [CH3:29][C:30]([OH:31])=[O:32].[Cl:1][c:2]1[c:3]2[n:4][cH:5][n:6]([CH2:12][c:13]3[cH:14][c:15]([O:23][CH3:24])[c:16]([O:21][CH3:22])[c:17]([O:19][CH3:20])[cH:18]3)[c:7]2[n:8][c:9]([NH2:11])[n:10]1.[OH:25][N+:26](=[O:27])[O-:28]>>[Cl:1][c:2]1[c:3]2[n:4][cH:5][n:6]([CH2:12][c:13]3[cH:14][c:15]([O:23][CH3:24])[c:16]([O:21][CH3:22])[c:17]([O:19][CH3:20])[cH:18]3)[c:7]2[n:8][c:9]([NH:11][C:30]([CH3:29])=[O:31])[n:10]1. Starting materials: BrCCCBr (1,3-dibromopropane), NC=1C=C(C=CC1)CC(=O)OC (methyl (3-aminophenyl)acetate). RXN SMILES: [Br:1][CH2:2][CH2:3][CH2:4]Br.[NH2:6][C:7]1[CH:8]=[C:9]([CH2:13][C:14]([O:16][CH3:17])=[O:15])[CH:10]=[CH:11][CH:12]=1>>[Br:1][CH2:2][CH2:3][CH2:4][NH:6][C:7]1[CH:8]=[C:9]([CH2:13][C:14]([O:16][CH3:17])=[O:15])[CH:10]=[CH:11][CH:12]=1. Product: BrCCCNC=1C=C(C=CC1)CC(=O)OC (Methyl {3-[(3-bromopropyl)amino]phenyl}acetate). Procedure details: Using 1,3-dibromopropane (1.7 ml) and methyl (3-aminophenyl)acetate (280 mg), the same manner to Example 2-41 step (i) was conducted to give the titled compound as a solid. Yield: 200 mg (70%).